Dataset: the Open Reaction Database (ORD), a public repository of structured organic reaction records. Task: describe an organic reaction: reactants, conditions, products, and yield Reactants: [O-]CC.[Na+] (sodium ethoxide), C(C1=CC=CC=C1)Br (benzyl bromide), [Na] (sodium), OC=1C=CC(=NC1)C (5-hydroxy-2-methylpyridine). The solvent is C(C)O (ethanol), C(C)O (ethanol). Product: C(C1=CC=CC=C1)OC=1C=CC(=NC1)C (5-benzyloxy-2-methylpyridine). As a reaction SMILES: [O-]CC.[Na+].[Na].[OH:6][C:7]1[CH:8]=[CH:9][C:10]([CH3:13])=[N:11][CH:12]=1.[CH2:14](Br)[C:15]1[CH:20]=[CH:19][CH:18]=[CH:17][CH:16]=1>C(O)C>[CH2:14]([O:6][C:7]1[CH:8]=[CH:9][C:10]([CH3:13])=[N:11][CH:12]=1)[C:15]1[CH:20]=[CH:19][CH:18]=[CH:17][CH:16]=1 |f:0.1,^1:4|. Procedure: To a solution of sodium ethoxide prepared from 1.3 g. (0.0565 g. -atom) of sodium and 30 ml. of absolute ethanol is added a solution of 5-hydroxy-2-methylpyridine (5.0 g., 0.0458 mol) in 15 ml. of ethanol, followed by 8.6 g. (0.05 mol) of benzyl bromide. The mixture is refluxed for three hours, poured into 150 ml. of water and extracted with ether. The extract is dried and then treated with ethereal hydrogen chloride. The hydrochloride salt is dissolved in water and the aqueous solution is washe... Starting materials: CN(C)C=O (DMF), ClC=1C=C2C(CN(CC2=C(C1)Cl)C)C1=CC=C(C=C1)[C@](C(=O)N)([C@H]([C@@H]([C@@H](CO)O)O)O)O ([4-(6,8-dichloro-2-methyl-1,2,3,4-tetrahydroisoquinolin-4-yl)phenyl]-(2R,3S,4R,5R)-2,3,4,5,6-pentahydroxyhexanamide), ClC=1C=C2C(CN(CC2=C(C1)Cl)C)C1=CC=C(C=C1)[C@](C(=O)N)([C@H]([C@@H]([C@@H](CO)O)O)O)O ([4-(6,8-dichloro-2-methyl-1,2,3,4-tetrahydroisoquinolin-4-yl)phenyl]-(2R,3S,4R,5R)-2,3,4,5,6-pentahydroxyhexanamide), CN(C)C=O (DMF), NC(CO)CO (2-amino-1,3-propanediol). Conditions: time 3 hour. The product is ClC=1C=C2C(CN(CC2=C(C1)Cl)C)C=1C=C(C=CC1)NC(=O)NC(CO)CO (1-[3-(6,8-dichloro-2-methyl-1,2,3,4-tetrahydroisoquinolin-4-yl)phenyl]-3-(2-hydroxy-1-hydroxymethylethyl)urea). Reaction SMILES: [Cl:1][C:2]1[CH:3]=[C:4]2[C:9](=[C:10]([Cl:12])[CH:11]=1)[CH2:8][N:7]([CH3:13])[CH2:6][CH:5]2[C:14]1[CH:19]=[CH:18][C:17]([C@@](O)([C@@H](O)[C@H](O)[C@H](O)CO)C(N)=O)=[CH:16][CH:15]=1.[NH2:33][CH:34]([CH2:37][OH:38])[CH2:35][OH:36].C[N:40]([CH:42]=[O:43])C>>[Cl:1][C:2]1[CH:3]=[C:4]2[C:9](=[C:10]([Cl:12])[CH:11]=1)[CH2:8][N:7]([CH3:13])[CH2:6][CH:5]2[C:14]1[CH:19]=[C:18]([NH:40][C:42]([NH:33][CH:34]([CH2:37][OH:38])[CH2:35][OH:36])=[O:43])[CH:17]=[CH:16][CH:15]=1. Procedure: 1.02 g (2.0 mmol) of 4-nitrophenyl [3-(6,8-dichloro-2-methyl-1,2,3,4-tetrahydroisoquinolin-4-yl)phenyl]carbamate hydrochloride (intermediate 1) were dissolved in 30 ml of abs. DMF and admixed at 0° C. with a solution of 200.5 mg (2.2 mmol) of 2-amino-1,3-propanediol in 25 ml of abs. DMF. The mixture was stirred at room temperature for 3 hours. After standing overnight, the solvent was removed in vacuo and the residue partitioned between ethyl acetate and saturated NaHCO3 solution. The organic ph... Run in O (water), C1CCOC1 (THF). Yields the product ClC=1C=C(C=CC1)CCC1=CC(N(C2=CC=C(C=C12)C(C1=NN=CN1C)(O)C1=CC=C(C=C1)Cl)C)=O (4-[2-(3-chlorophenyl)ethyl]-6-[(4-chlorophenyl)hydroxy(4-methyl-4H-1,2,4-triazol-3-yl)methyl]-1-methyl-2(1H)-quinolinone). Reported procedure: Sodium nitrite (0.0007 mol) was added at 0° C. to a mixture of nitric acid (0.0007 mol) in water (1 ml). A solution of 4-[2-(3-chlorophenyl)ethyl]-6-[(4-chlorophenyl)hydroxy(5-mercapto-4-methyl-4H-1,2,4-triazol-3-yl)methyl]-1-methyl-2(1H)-quinolinone, obtained in Example B19 (0.0007 mol) in THF (3 ml) was added dropwise (very exothermic reaction). The mixture was stirred at room temperature for 30 minutes, poured out into ice water and extracted with DCM. The organic layer was separated, washed ... RXN SMILES: N([O-])=O.[Na+].[N+]([O-])(O)=O.[Cl:9][C:10]1[CH:11]=[C:12]([CH2:16][CH2:17][C:18]2[C:27]3[C:22](=[CH:23][CH:24]=[C:25]([C:28]([C:37]4[CH:42]=[CH:41][C:40]([Cl:43])=[CH:39][CH:38]=4)([OH:36])[C:29]4[N:33]([CH3:34])[C:32](S)=[N:31][N:30]=4)[CH:26]=3)[N:21]([CH3:44])[C:20](=[O:45])[CH:19]=2)[CH:13]=[CH:14][CH:15]=1>O.C1COCC1>[Cl:9][C:10]1[CH:11]=[C:12]([CH2:16][CH2:17][C:18]2[C:27]3[C:22](=[CH:23][CH:24]=[C:25]([C:28]([C:37]4[CH:42]=[CH:41][C:40]([Cl:43])=[CH:39][CH:38]=4)([OH:36])[C:29]4[N:33]([CH3:34])[CH:32]=[N:31][N:30]=4)[CH:26]=3)[N:21]([CH3:44])[C:20](=[O:45])[CH:19]=2)[CH:13]=[CH:14][CH:15]=1 |f:0.1|. Starting materials: ClC=1C=C(C=CC1)CCC1=CC(N(C2=CC=C(C=C12)C(C1=NN=C(N1C)S)(O)C1=CC=C(C=C1)Cl)C)=O (4-[2-(3-chlorophenyl)ethyl]-6-[(4-chlorophenyl)hydroxy(5-mercapto-4-methyl-4H-1,2,4-triazol-3-yl)methyl]-1-methyl-2(1H)-quinolinone), ice water, N(=O)[O-].[Na+] (Sodium nitrite), [N+](=O)(O)[O-] (nitric acid). The yield is 32.0%. Run at time 30 minute. Reactants: Cl (Hydrochloric acid), N1N=CC2=CC=C(C=C12)CC(=O)OC(C)(C)C (tert-butyl 1H-indazol-6-ylacetate). Solvent: O1CCOCC1 (1,4 dioxane). Run at time 16 hour. Product: N1N=CC2=CC=C(C=C12)CC(=O)O (1H-Indazol-6-ylacetic acid). The yield is 100.0%. As a reaction SMILES: Cl.[NH:2]1[C:10]2[C:5](=[CH:6][CH:7]=[C:8]([CH2:11][C:12]([O:14]C(C)(C)C)=[O:13])[CH:9]=2)[CH:4]=[N:3]1>O1CCOCC1>[NH:2]1[C:10]2[C:5](=[CH:6][CH:7]=[C:8]([CH2:11][C:12]([OH:14])=[O:13])[CH:9]=2)[CH:4]=[N:3]1. Procedure details: Hydrochloric acid (10 mL, 4 M in 1.4 dioxane) was added to tert-butyl 1H-indazol-6-ylacetate (Preparation 181, 1.00 g, 4.3 mmol) in 1,4 dioxane (5 mL) at 0° C. and the mixture was stirred at room temperature for 16 hours. The mixture was evaporated in vacuo and the residue was triturated with dry ether to afford the title compound as a white solid in 100% yield, 800 mg. Reactants: Cl.NO (hydroxylamine hydrochloride), N1C=NC=C1 (imidazole), COC1=CC=C(C=C1)N1C(/C(/C1C1=CC=CC=C1)=C/C(C)=O)=O ((E)-1-(4-methoxyphenyl)-3-(2-oxopropylidene)-4-phenyl-2azetidinone). Run in C(C)(C)O (isopropyl alcohol). Reaction conditions: time 8 hour. Yields the product COC1=CC=C(C=C1)N1C(/C(/C1C1=CC=CC=C1)=C/C(C)=NO)=O ((E)-1-(4-methoxy-phenyl)-3-(2-hydroxyiminopropylidene)-4-phenyl-2azetidinone). The yield is 91.2%. As a reaction SMILES: [CH3:1][O:2][C:3]1[CH:8]=[CH:7][C:6]([N:9]2[CH:12]([C:13]3[CH:18]=[CH:17][CH:16]=[CH:15][CH:14]=3)/[C:11](=[CH:19]\[C:20](=O)[CH3:21])/[C:10]2=[O:23])=[CH:5][CH:4]=1.Cl.[NH2:25][OH:26].N1C=CN=C1>C(O)(C)C>[CH3:1][O:2][C:3]1[CH:8]=[CH:7][C:6]([N:9]2[CH:12]([C:13]3[CH:18]=[CH:17][CH:16]=[CH:15][CH:14]=3)/[C:11](=[CH:19]\[C:20](=[N:25][OH:26])[CH3:21])/[C:10]2=[O:23])=[CH:5][CH:4]=1 |f:1.2|. Procedure: To a suspension of 9.2 g of (E)-1-(4-methoxyphenyl)-3-(2-oxopropylidene)-4-phenyl-2azetidinone in 200 ml of isopropyl alcohol were added 3.1 g of hydroxylamine hydrochloride and 3.1 g of imidazole, and then the mixture was stirred at room temperature overnight. The resulting precipitate was collected by filtration, and recrystallized from isopropyl alcohol to give 8.8 g of (E)-1-(4-methoxy-phenyl)-3-(2-hydroxyiminopropylidene)-4-phenyl-2azetidinone. The reactants are CC1(C)CC(c2cccc(N)c2)Nc2ccc(C(F)(F)F)cc21, Cc1ccc2c(c1)C(C)(C)CC(c1cccc(N)c1)N2, ClCCl, c1ccncc1, O=S(=O)(Cl)c1cccnc1. Yields the product CC1(C)CC(c2cccc(NS(=O)(=O)c3cccnc3)c2)Nc2ccc(C(F)(F)F)cc21. As a reaction SMILES: [CH3:1][C:2]1([CH3:23])[CH2:3][CH:4]([c:16]2[cH:17][c:18]([NH2:22])[cH:19][cH:20][cH:21]2)[NH:5][c:6]2[cH:7][cH:8][c:9]([C:12]([F:13])([F:14])[F:15])[cH:10][c:11]21.[CH3:40][C:41]1([CH3:42])[c:43]2[c:44]([cH:45][cH:46][c:47]([CH3:48])[cH:49]2)[NH:50][CH:51]([c:52]2[cH:53][c:54]([NH2:55])[cH:56][cH:57][cH:58]2)[CH2:59]1.[Cl:60][CH2:61][Cl:62].[cH:24]1[cH:25][cH:26][n:27][cH:28][cH:29]1.[n:30]1[cH:31][c:32]([S:36](=[O:37])(=[O:38])[Cl:39])[cH:33][cH:34][cH:35]1>>[CH3:1][C:2]1([CH3:23])[CH2:3][CH:4]([c:16]2[cH:17][c:18]([NH:22][S:36]([c:32]3[cH:31][n:30][cH:35][cH:34][cH:33]3)(=[O:37])=[O:38])[cH:19][cH:20][cH:21]2)[NH:5][c:6]2[cH:7][cH:8][c:9]([C:12]([F:13])([F:14])[F:15])[cH:10][c:11]21. Starting materials: Clc1ccc(Br)nc1, O=C([O-])[O-], CC(C)S(=O)(=O)NC1Cc2ccc(B3OC(C)(C)C(C)(C)O3)cc2C1, [Na+], [Na+], C1COCCO1, O, c1ccc(P(c2ccccc2)(c2ccccc2)[Pd](P(c2ccccc2)(c2ccccc2)c2ccccc2)(P(c2ccccc2)(c2ccccc2)c2ccccc2)P(c2ccccc2)(c2ccccc2)c2ccccc2)cc1. Product: CC(C)S(=O)(=O)NC1Cc2ccc(-c3ccc(Cl)cn3)cc2C1. Reaction SMILES: [Br:26][c:27]1[n:28][cH:29][c:30]([Cl:33])[cH:31][cH:32]1.[C:34](=[O:35])([O-:36])[O-:37].[CH3:1][C:2]1([CH3:3])[C:4]([CH3:5])([CH3:6])[O:7][B:8]([c:9]2[cH:10][c:11]3[c:15]([cH:16][cH:17]2)[CH2:14][CH:13]([NH:18][S:19](=[O:20])(=[O:21])[CH:22]([CH3:23])[CH3:24])[CH2:12]3)[O:25]1.[Na+:38].[Na+:39].[O:40]1[CH2:41][CH2:42][O:43][CH2:44][CH2:45]1.[OH2:46].[cH:47]1[cH:48][cH:49][c:50]([P:51]([Pd:52]([P:53]([c:54]2[cH:55][cH:56][cH:57][cH:58][cH:59]2)([c:60]2[cH:61][cH:62][cH:63][cH:64][cH:65]2)[c:66]2[cH:67][cH:68][cH:69][cH:70][cH:71]2)([P:72]([c:73]2[cH:74][cH:75][cH:76][cH:77][cH:78]2)([c:79]2[cH:80][cH:81][cH:82][cH:83][cH:84]2)[c:85]2[cH:86][cH:87][cH:88][cH:89][cH:90]2)[P:91]([c:92]2[cH:93][cH:94][cH:95][cH:96][cH:97]2)([c:98]2[cH:99][cH:100][cH:101][cH:102][cH:103]2)[c:104]2[cH:105][cH:106][cH:107][cH:108][cH:109]2)([c:110]2[cH:111][cH:112][cH:113][cH:114][cH:115]2)[c:116]2[cH:117][cH:118][cH:119][cH:120][cH:121]2)[cH:122][cH:123]1>>[c:9]1(-[c:27]2[n:28][cH:29][c:30]([Cl:33])[cH:31][cH:32]2)[cH:10][c:11]2[c:15]([cH:16][cH:17]1)[CH2:14][CH:13]([NH:18][S:19](=[O:20])(=[O:21])[CH:22]([CH3:23])[CH3:24])[CH2:12]2. Product: ON(C(=O)N)CC=1COC2=C(C1)C=C(C=C2)CC=2C=NC=CC2 (N-hydroxy-N-[6-(3-pyridylmethyl)-2H-1-benzopyran-3-ylmethyl]urea). The reactants are C[Si](C)(C)N=C=O (trimethylsilyl isocyanate), N1=CC(=CC=C1)CC=1C=CC2=C(C=C(CO2)CNO)C1 (N-[6-(3-pyridylmethyl)-2H-1-benzopyran-3-ylmethyl]hydroxylamine). Run in O1CCCC1 (tetrahydrofuran). The yield is 68.5%. Run at time 8 hour. Procedure details: 1.84 ml of trimethylsilyl isocyanate was added dropwise to a solution of 3.03 g (11.3 mmol) of N-[6-(3-pyridylmethyl)-2H-1-benzopyran-3-ylmethyl]hydroxylamine in tetrahydrofuran (30 ml) at 0° C. over 5 minutes, followed by stirring overnight at room temperature. Then, the solvent was evaporated in vacuo, the residue was purified by silica gel chromatography (chloroform:methanol:concentrated ammonia water=300:9:1−100:9:1), followed by recrystallization in a mixed solvent of chloroform-methanol-et... RXN SMILES: C[Si]([N:5]=[C:6]=[O:7])(C)C.[N:8]1[CH:13]=[CH:12][CH:11]=[C:10]([CH2:14][C:15]2[CH:16]=[CH:17][C:18]3[O:23][CH2:22][C:21]([CH2:24][NH:25][OH:26])=[CH:20][C:19]=3[CH:27]=2)[CH:9]=1>O1CCCC1>[OH:26][N:25]([CH2:24][C:21]1[CH2:22][O:23][C:18]2[CH:17]=[CH:16][C:15]([CH2:14][C:10]3[CH:9]=[N:8][CH:13]=[CH:12][CH:11]=3)=[CH:27][C:19]=2[CH:20]=1)[C:6]([NH2:5])=[O:7]. Reactants: C([O-])([O-])=O.[K+].[K+] (Potassium carbonate), C(CCC)C=1N(C(=C(N1)Cl)C(=O)OC(C)OC(=O)OCCCC[C@H](CO[N+](=O)[O-])O[N+](=O)[O-])CC1=CC=C(C=C1)C1=C(C=CC=C1)C1=NN=NN1 (1-[({[(5R)-5,6-bis(nitrooxy)hexyl]oxy}carbonyl)oxy]ethyl 2-butyl-4-chloro-1-{[2′-(1H-tetrazol-5-yl)biphenyl-4-yl]methyl}-1H-imidazole-5-carboxylate). Run in CC(C)O (IPA). Conditions: temperature 25 celsius, time 3 hour. Yields the product [N+](=O)([O-])O[C@H](CCCCOC(=O)OC(C)OC(=O)C1=C(N=C(N1CC1=CC=C(C=C1)C1=C(C=CC=C1)C1=NN=N[N-]1)CCCC)Cl)CO[N+](=O)[O-].[K+] (Potassium 5-(4′-{[5-({1-[({[(5R)-5,6-bis(nitrooxy)hexyl]oxy}carbonyl)oxy]ethoxy}-carbonyl)-2-butyl-4-chloro-1H-imidazol-1-yl]methyl}biphenyl-2-yl)tetrazol-1-ide). RXN SMILES: C(=O)([O-])[O-].[K+:5].[K+].[CH2:7]([C:11]1[N:12]([CH2:40][C:41]2[CH:46]=[CH:45][C:44]([C:47]3[CH:52]=[CH:51][CH:50]=[CH:49][C:48]=3[C:53]3[NH:57][N:56]=[N:55][N:54]=3)=[CH:43][CH:42]=2)[C:13]([C:17]([O:19][CH:20]([O:22][C:23]([O:25][CH2:26][CH2:27][CH2:28][CH2:29][C@@H:30]([O:36][N+:37]([O-:39])=[O:38])[CH2:31][O:32][N+:33]([O-:35])=[O:34])=[O:24])[CH3:21])=[O:18])=[C:14]([Cl:16])[N:15]=1)[CH2:8][CH2:9][CH3:10]>CC(O)C>[N+:37]([O:36][C@@H:30]([CH2:31][O:32][N+:33]([O-:35])=[O:34])[CH2:29][CH2:28][CH2:27][CH2:26][O:25][C:23]([O:22][CH:20]([O:19][C:17]([C:13]1[N:12]([CH2:40][C:41]2[CH:42]=[CH:43][C:44]([C:47]3[CH:52]=[CH:51][CH:50]=[CH:49][C:48]=3[C:53]3[N-:57][N:56]=[N:55][N:54]=3)=[CH:45][CH:46]=2)[C:11]([CH2:7][CH2:8][CH2:9][CH3:10])=[N:15][C:14]=1[Cl:16])=[O:18])[CH3:21])=[O:24])([O-:39])=[O:38].[K+:5] |f:0.1.2,5.6|. Reported procedure: Potassium carbonate (945 mg, 6.84 mmol) was added to a stirred solution of 1-[({[(5R)-5,6-bis(nitrooxy)hexyl]oxy}carbonyl)oxy]ethyl 2-butyl-4-chloro-1-{[2′-(1H-tetrazol-5-yl)biphenyl-4-yl]methyl}-1H-imidazole-5-carboxylate (250 mg, 0.34 mmol) in IPA (6.8 mL). The solution was stirred at 25° C. for 3 h. The reaction mixture was filtered and the filtrate was concentrated in vacuo. The residue was redissolved in DCM (6 mL). Heptane was added until the compound began to precipitate. The solution was... Starting materials: OC(C)C1=CC=2C(CCCC2C=C1)(C)C (2-(1-hydroxyethyl)-8,8-dimethyl-5,6,7,8-tetrahydronaphthalene), [Cr](=O)(=O)([O-])O[Cr](=O)(=O)[O-].[NH+]1=CC=CC=C1.[NH+]1=CC=CC=C1 (pyridinium dichromate), FC(C(=O)[O-])(F)F.[NH+]1=CC=CC=C1 (pyridinium trifluoroacetate). Solvent: C(Cl)Cl (methylene chloride), petroleum ether. Reaction conditions: time 24 hour. The product is C(C)(=O)C1=CC=2C(CCCC2C=C1)(C)C (2-Acetyl-8,8-dimethyl-5,6,7,8-tetrahydronaphthalene). Reaction SMILES: [OH:1][CH:2]([C:4]1[CH:13]=[CH:12][C:11]2[CH2:10][CH2:9][CH2:8][C:7]([CH3:15])([CH3:14])[C:6]=2[CH:5]=1)[CH3:3].[Cr](O[Cr]([O-])(=O)=O)([O-])(=O)=O.[NH+]1C=CC=CC=1.[NH+]1C=CC=CC=1.FC(F)(F)C([O-])=O.[NH+]1C=CC=CC=1>C(Cl)Cl>[C:2]([C:4]1[CH:13]=[CH:12][C:11]2[CH2:10][CH2:9][CH2:8][C:7]([CH3:15])([CH3:14])[C:6]=2[CH:5]=1)(=[O:1])[CH3:3] |f:1.2.3,4.5|. Reported procedure: To a stirred solution of 2.44 g (11.96 mmol) of 2-(1-hydroxyethyl)-8,8-dimethyl-5,6,7,8-tetrahydronaphthalene in 35 ml of methylene chloride was added 6.75 g (17.9 mmol) of pyridinium dichromate and 330 mg (1.68 mmol) of pyridinium trifluoroacetate. The mixture was stirred at room temperature for 24 h and then diluted with 35 ml of low-boiling petroleum ether. The mixture was filtered through a short column of anhydrous MgSO4 and silica and the filtrate then concentrated in-vacuo to give the tit...